Dataset: the Open Reaction Database (ORD), a public repository of structured organic reaction records. Task: describe an organic reaction: reactants, conditions, products, and yield Reactants: C(C)(C)C1=CC=C(C=C1)NC(C)=O (N-(4-isopropylphenyl)acetamide), [N+](=O)(O)[O-] (nitric acid), OS(=O)(=O)O (H2SO4). The product is C(C)(C)C1=CC(=C(C=C1)NC(C)=O)[N+](=O)[O-] (N-(4-isopropyl-2-nitrophenyl)acetamide). RXN SMILES: [CH:1]([C:4]1[CH:9]=[CH:8][C:7]([NH:10][C:11](=[O:13])[CH3:12])=[CH:6][CH:5]=1)([CH3:3])[CH3:2].[N+:14]([O-])([OH:16])=[O:15].OS(O)(=O)=O>>[CH:1]([C:4]1[CH:9]=[CH:8][C:7]([NH:10][C:11](=[O:13])[CH3:12])=[C:6]([N+:14]([O-:16])=[O:15])[CH:5]=1)([CH3:3])[CH3:2]. Procedure details: N-(4-Isopropylphenyl)acetamide obtained in step I above was nitrated using nitric acid (1.2 eq)+H2SO4 (1.0 eq) at 0 to 5° C. for 2 hrs. After the completion of the reaction, reaction mixture was added to ice and pH was adjusted to 8, extracted with dichloromethane, which was evaporated to dryness to obtain N-(4-isopropyl-2-nitrophenyl)acetamide. Starting materials: COCCCn1c(C2CCCN(C(=O)CC(Cc3ccc(N4CCN(c5ccccc5)C(=O)C4)cc3)NC(=O)OC(C)(C)C)C2)nc2ccccc21, ClCCl. The product is COCCCn1c(C2CCCN(C(=O)CC(N)Cc3ccc(N4CCN(c5ccccc5)C(=O)C4)cc3)C2)nc2ccccc21. RXN SMILES: [CH3:1][O:2][CH2:3][CH2:4][CH2:5][n:6]1[c:7]([CH:15]2[CH2:16][N:17]([C:21]([CH2:22][CH:23]([CH2:24][c:25]3[cH:26][cH:27][c:28]([N:31]4[CH2:32][C:33](=[O:43])[N:34]([c:37]5[cH:38][cH:39][cH:40][cH:41][cH:42]5)[CH2:35][CH2:36]4)[cH:29][cH:30]3)[NH:44][C:45](=[O:46])[O:47][C:48]([CH3:49])([CH3:50])[CH3:51])=[O:52])[CH2:18][CH2:19][CH2:20]2)[n:8][c:9]2[c:10]1[cH:11][cH:12][cH:13][cH:14]2.[Cl:53][CH2:54][Cl:55]>>[CH3:1][O:2][CH2:3][CH2:4][CH2:5][n:6]1[c:7]([CH:15]2[CH2:16][N:17]([C:21]([CH2:22][CH:23]([CH2:24][c:25]3[cH:26][cH:27][c:28]([N:31]4[CH2:32][C:33](=[O:43])[N:34]([c:37]5[cH:38][cH:39][cH:40][cH:41][cH:42]5)[CH2:35][CH2:36]4)[cH:29][cH:30]3)[NH2:44])=[O:52])[CH2:18][CH2:19][CH2:20]2)[n:8][c:9]2[c:10]1[cH:11][cH:12][cH:13][cH:14]2. Starting materials: FC1=C(C=C(C=C1)[N+](=O)[O-])C(C)=NS(=O)C(C)(C)C (N-(1-(2-fluoro-5-nitrophenyl)ethylidene)-2-methylpropane-2-sulfinamide), dry ice acetone, C[Al](C)C (trimethylaluminum), sulfone, CC(C#N)(C)S(=O)(=O)C (2-methyl-2-(methylsulfonyl)propanenitrile), C(CCC)[Li] (butyllithium), CCCCCC (hexane), C(=O)=O.CC(=O)C (dry ice acetone). Solvent: C1(=CC=CC=C1)C (toluene), C1CCOC1 (THF). Run at temperature -78 celsius, time 20 minute. Product: C(#N)C(C)(C)S(=O)(=O)CC(C)(C1=C(C=CC(=C1)[N+](=O)[O-])F)NS(=O)C(C)(C)C (N-(1-((2-cyanopropan-2-yl)sulfonyl)-2-(2-fluoro-5-nitrophenyl)propan-2-yl)-2-methylpropane-2-sulfinamide). Yield: 59.6%. RXN SMILES: [CH3:1][C:2]([S:6]([CH3:9])(=[O:8])=[O:7])([CH3:5])[C:3]#[N:4].C(=O)=O.CC(C)=O.C([Li])CCC.CCCCCC.[F:28][C:29]1[CH:34]=[CH:33][C:32]([N+:35]([O-:37])=[O:36])=[CH:31][C:30]=1[C:38](=[N:40][S:41]([C:43]([CH3:46])([CH3:45])[CH3:44])=[O:42])[CH3:39].C[Al](C)C>C1(C)C=CC=CC=1.C1COCC1>[C:3]([C:2]([S:6]([CH2:9][C:38]([NH:40][S:41]([C:43]([CH3:44])([CH3:46])[CH3:45])=[O:42])([C:30]1[CH:31]=[C:32]([N+:35]([O-:37])=[O:36])[CH:33]=[CH:34][C:29]=1[F:28])[CH3:39])(=[O:8])=[O:7])([CH3:5])[CH3:1])#[N:4] |f:1.2|. Reported procedure: A 100 ml RBF was charged with 2-methyl-2-(methylsulfonyl)propanenitrile (1.028 g, 6.99 mmol) and THF (15 ml). The solution was cooled to −78° C. (dry ice-acetone bath) and to it a butyllithium solution, 1.6 m in hexane (4.66 ml, 6.99 mmol) was added dropwise. The mixture was stirred for 20 min at −78° C. In the separate 50 ml flask solution of N-(1-(2-fluoro-5-nitrophenyl)ethylidene)-2-methylpropane-2-sulfinamide (1.00 g, 3.49 mmol) in toluene (10 ml) was cooled to −78° C. (dry ice acetone bath)... Starting materials: [OH-].[K+] (potassium hydroxide), CC1=C(OC2=C1C(=CC=C2C(=O)C=2SC=CC2)OC)C(=O)OCC (Ethyl 3-Methyl-4-methoxy-7-(2-thienoyl)benzofuran-2-carboxylate), CO (methanol). Run in O (water). Product: CC1=C(OC2=C1C(=CC=C2C(=O)C=2SC=CC2)OC)C(=O)O (3-Methyl-4-methoxy-7-(2-thienoyl)benzofuran-2-carboxylic acid). Reaction SMILES: [OH-].[K+].[CH3:3][C:4]1[C:8]2[C:9]([O:20][CH3:21])=[CH:10][CH:11]=[C:12]([C:13]([C:15]3[S:16][CH:17]=[CH:18][CH:19]=3)=[O:14])[C:7]=2[O:6][C:5]=1[C:22]([O:24]CC)=[O:23].CO>O>[CH3:3][C:4]1[C:8]2[C:9]([O:20][CH3:21])=[CH:10][CH:11]=[C:12]([C:13]([C:15]3[S:16][CH:17]=[CH:18][CH:19]=3)=[O:14])[C:7]=2[O:6][C:5]=1[C:22]([OH:24])=[O:23] |f:0.1|. Procedure: To a solution of potassium hydroxide (1.96 g, 34.86 mmol) in water (75 mL) was added compound 1 (4.00 g, 11.62 mmol) and the resulting suspension was heated to reflux for two hours. During the reflux a small portion of methanol was rinsed into the reaction mixture. After cooling, the reaction mixture was diluted with water (225 mL) and acidified with 2N HCl (25 mL). The resulting suspension was cooled in an ice bath, and the product collected by filtration. After vacuum drying, 3-methyl-4-methox... Starting materials: BrC=1C(=NNC1)C(=O)N(C)C (4-bromo-N,N-dimethyl-1H-pyrazole-3-carboxamide), C([O-])([O-])=O.[K+].[K+] (potassium carbonate), CS(=O)(=O)OC1CCN(CC1)C(=O)OC(C)(C)C (tert-butyl 4-(methylsulfonyloxy)piperidine-1-carboxylate). Solvent: C(C)#N (acetonitrile). The product is BrC=1C(=NN(C1)C1CCN(CC1)C(=O)OC(C)(C)C)C(N(C)C)=O (tert-butyl 4-[4-bromo-3-(dimethylcarbamoyl)pyrazol-1-yl]piperidine-1-carboxylate). Isolated yield 41.1%. RXN SMILES: [Br:1][C:2]1[C:3]([C:7]([N:9]([CH3:11])[CH3:10])=[O:8])=[N:4][NH:5][CH:6]=1.C(=O)([O-])[O-].[K+].[K+].CS(O[CH:23]1[CH2:28][CH2:27][N:26]([C:29]([O:31][C:32]([CH3:35])([CH3:34])[CH3:33])=[O:30])[CH2:25][CH2:24]1)(=O)=O>C(#N)C>[Br:1][C:2]1[C:3]([C:7](=[O:8])[N:9]([CH3:11])[CH3:10])=[N:4][N:5]([CH:23]2[CH2:28][CH2:27][N:26]([C:29]([O:31][C:32]([CH3:35])([CH3:34])[CH3:33])=[O:30])[CH2:25][CH2:24]2)[CH:6]=1 |f:1.2.3|. Reported procedure: 4-bromo-N,N-dimethyl-1H-pyrazole-3-carboxamide (450 mg), potassium carbonate (456 mg) and tert-butyl 4-(methylsulfonyloxy)piperidine-1-carboxylate (900 mg) in acetonitrile (13 mL) were stirred at 90° C. overnight. The mixture was concentrated and the residue was dissolved in ethylacetate, washed with water, brine dried over magnesium sulfate and concentrated. The crude product was purified by flash chromatography on silica gel eluting with 50 to 90% ethyl acetate in petroleum ether. The solvent ... Reactants: C1(=CC=C(C=C1)S(=O)(=O)O)C (p-toluenesulfonic acid), bicyclic ketone 4-Methoxybicyclo[2,2,2]-octan-2-one, C[O-].[Na+] (sodium methoxide), C1(O)=CC=C(O)C=C1 (hydroquinone), C(C)(=O)C1CC=C(CC1)OC (1-Acetyl-4-methoxy-3-cyclohexene). The solvent is C1=CC=CC=C1 (benzene), O (water), C1=CC=CC=C1 (benzene). Yields the product COC12CC(C(CC1)CC2)=O (4-Methoxybicyclo[2,2,2]octan-2-one). Reaction SMILES: C1(C)C=CC(S(O)(=O)=O)=CC=1.C1(C=CC(O)=CC=1)O.[C:20]([CH:23]1[CH2:28][CH2:27][C:26]([O:29][CH3:30])=[CH:25][CH2:24]1)(=[O:22])[CH3:21].C[O-].[Na+]>C1C=CC=CC=1.O>[CH3:30][O:29][C:26]12[CH2:27][CH2:28][CH:23]([CH2:24][CH2:25]1)[C:20](=[O:22])[CH2:21]2 |f:3.4|. Procedure: A mixture of 13.2 g. of p-toluenesulfonic acid and 0.9 g. of hydroquinone in 540 ml. of benzene was heated at reflux under a Dean Stark trap until no more water was evolved. A solution of 90.6 g. of 1-Acetyl-4-methoxy-3-cyclohexene in 750 ml. of benzene was then added to the refluxing solution over 6 hrs. Following an additional hr's heating the mixture was cooled and treated with 16 ml. of 4.64 N methanolic sodium methoxide. The mixture was washed twice with water and the solvent evaporated in ... The reactants are resultant residue, Cl (HCl), O1CCOCC1 (dioxane), C(C)(C)(C)OC(=O)N1C(C2=CC=CC=C2CC1)C(=O)O (2-(tert-butyoxycarbonyl)-1,2,3,4-tetrahydroisoquinoline-1-carboxylic acid), C([O-])([O-])=O.[K+].[K+] (potassium carbonate), IC (iodomethane). Run in C(C)(=O)OCC (ethyl acetate), CN(C)C=O (DMF). Conditions: time 2 hour. Yields the product Cl.C1(NCCC2=CC=CC=C12)C(=O)OC (Methyl 1,2,3,4-tetrahydroisoquinoline-1-carboxylate hydrochloride). RXN SMILES: C(OC([N:8]1[CH2:17][CH2:16][C:15]2[C:10](=[CH:11][CH:12]=[CH:13][CH:14]=2)[CH:9]1[C:18]([OH:20])=[O:19])=O)(C)(C)C.[C:21](=O)([O-])[O-].[K+].[K+].IC.[ClH:29].O1CCOCC1>CN(C=O)C.C(OCC)(=O)C>[ClH:29].[CH:9]1([C:18]([O:20][CH3:21])=[O:19])[C:10]2[C:15](=[CH:14][CH:13]=[CH:12][CH:11]=2)[CH2:16][CH2:17][NH:8]1 |f:1.2.3,9.10|. Reported procedure: A solution of 2-(tert-butyoxycarbonyl)-1,2,3,4-tetrahydroisoquinoline-1-carboxylic acid (0.500 g, 1.80 mmol), potassium carbonate (0.324 g, 2.34 mmol), and iodomethane (0.384 g, 2.70 mmol) in 3 mL of DMF was stirred at rt for 3 hours. The mixture was diluted with ethyl acetate, washed with saturated aqueous sodium bicarbonate and brine, dried over sodium sulfate, filtered, and concentrated in vacuo. To a solution of the resultant residue (0.400 g, 1.37 mmol) was added 4 N HCl in dioxane (2.06 mL... Isolated yield 23.0%. Product: OC1=C(C=C2CCCC(C2=C1)=O)OC (7-Hydroxy-6-methoxy-1-tetralone). RXN SMILES: N[C:2]1[CH:11]=[C:10]2[C:5]([CH2:6][CH2:7][CH2:8][C:9]2=[O:12])=[CH:4][C:3]=1[O:13][CH3:14].N([O-])=[O:16].[Na+].NC(N)=O.S(=O)(=O)(O)[O-].C1([N+]#N)C=CC=CC=1>S(=O)(=O)(O)O.O>[OH:16][C:2]1[CH:11]=[C:10]2[C:5]([CH2:6][CH2:7][CH2:8][C:9]2=[O:12])=[CH:4][C:3]=1[O:13][CH3:14] |f:1.2,4.5|. Run at temperature 0 celsius, time 10 minute. The solvent is O (H2O), S(O)(O)(=O)=O (sulfuric acid), O (H2O), O (H2O). Reported procedure: 7-Amino-6-methoxy-1-tetralone (0.96 g, 5.0 mmol) was dissolved in a mixture of sulfuric acid (96%, 2.1 mL) and H2O (3.9 mL). The solution was cooled to 0° C., and ice (5.0 g) was added resulting in the crystallization of a solid. A solution of NaNO2 (0.48 g, 7 mmol) in H2O (5 mL) was added dropwise at 0° C. After the solution had been stirred for an additional 10 min, a few crystals of urea were added to decompose any excess sodium nitrite. To the cold solution of benzenediazonium bisulfate was ... Reactants: S([O-])(O)(=O)=O.C1(=CC=CC=C1)[N+]#N (benzenediazonium bisulfate), cupric nitrate trihydrate, cuprous oxide, NC(=O)N (urea), NC1=C(C=C2CCCC(C2=C1)=O)OC (7-Amino-6-methoxy-1-tetralone), ice, N(=O)[O-].[Na+] (NaNO2), N(=O)[O-].[Na+] (sodium nitrite). The reactants are C(C)[Mg]Br (ethyl magnesium bromide), C(C)(C)OC(=O)N1C=C(C(C2=CC=C(N=C12)C)=O)C(=O)OCC (7-methyl-4-oxo-4H-[1,8]naphthyridine-1,3-dicarboxylic acid 3-ethyl ester 1-isopropyl ester), [Cl-].[NH4+] (ammonium chloride). Reagents/catalysts: [Cu]I (copper(I) iodide). Solvent: C1CCOC1 (THF). Reaction conditions: temperature -78 celsius. The product is C(C)(C)OC(=O)N1C(C(C(C2=CC=C(N=C12)C)=O)C(=O)OCC)CC (2-ethyl-7-methyl-4-oxo-3,4-dihydro-2H-[1,8]naphthyridine-1,3-dicarboxylic acid 3-ethyl ester 1-isopropyl ester). The yield is 54.0%. RXN SMILES: [CH:1]([O:4][C:5]([N:7]1[C:16]2[C:11](=[CH:12][CH:13]=[C:14]([CH3:17])[N:15]=2)[C:10](=[O:18])[C:9]([C:19]([O:21][CH2:22][CH3:23])=[O:20])=[CH:8]1)=[O:6])([CH3:3])[CH3:2].[CH2:24]([Mg]Br)[CH3:25].[Cl-].[NH4+]>C1COCC1.[Cu]I>[CH:1]([O:4][C:5]([N:7]1[C:16]2[C:11](=[CH:12][CH:13]=[C:14]([CH3:17])[N:15]=2)[C:10](=[O:18])[CH:9]([C:19]([O:21][CH2:22][CH3:23])=[O:20])[CH:8]1[CH2:24][CH3:25])=[O:6])([CH3:2])[CH3:3] |f:2.3|. Procedure details: Mix 7-methyl-4-oxo-4H-[1,8]naphthyridine-1,3-dicarboxylic acid 3-ethyl ester 1-isopropyl ester (1.21 g, 3.80 mmol) and copper(I) iodide (1.59 g, 8.36 mmol) in THF (75 ml). Cool the mixture to −78° C. Inject ethyl magnesium bromide (3.0 M in diethyl ether, 7.60 ml) and stir for 2 h. Warm up to −20° C. and keep the reaction at that temperature for 3 h. Pour the reaction mixture into saturated ammonium chloride solution (100 ml). Extract with ethyl acetate (3×100 ml). Combine the organic layers, dr...